Dataset: the Open Reaction Database (ORD), a public repository of structured organic reaction records. Task: describe an organic reaction: reactants, conditions, products, and yield Reactants: BrC=1C=C2C(=CC1)N(CC21CCN(CC1)C(=O)OC(C)(C)C)C=1C2=C(N=CN1)CC[C@H]2C ((R)-tert-butyl 5-bromo-1-(5-methyl-6,7-dihydro-5H-cyclopenta[d]pyrimidin-4-yl)spiro[indoline-3,4′-piperidine]-1′-carboxylate), ClC=1C=C(C=CC1)N (3-chlorobenzenamine), C1(=CC=CC=C1)C (toluene), C=1C=CC(=CC1)P(C=2C=CC=CC2)C3=CC=C4C=CC=CC4=C3C5=C6C=CC=CC6=CC=C5P(C=7C=CC=CC7)C=8C=CC=CC8 (rac-BINAP). Reagents/catalysts: CC(=O)[O-].CC(=O)[O-].[Pd+2] (Pd(OAc)2). Run in CCOC(=O)C (EtOAc). Reaction conditions: temperature 95 celsius. Product: ClC=1C=C(C=CC1)NC=1C=C2C(=CC1)N(CC21CCN(CC1)C(=O)OC(C)(C)C)C=1C2=C(N=CN1)CC[C@H]2C ((R)-tert-butyl 5-(3-chlorophenylamino)-1-(5-methyl-6,7-dihydro-5H-cyclopenta[d]pyrimidin-4-yl)spiro[indoline-3,4′-piperidine]-1′-carboxylate). The yield is 59.5%. RXN SMILES: C1C=CC(P(C2C(C3C(P(C4C=CC=CC=4)C4C=CC=CC=4)=CC=C4C=3C=CC=C4)=C3C(C=CC=C3)=CC=2)C2C=CC=CC=2)=CC=1.Br[C:48]1[CH:49]=[C:50]2[C:56]3([CH2:61][CH2:60][N:59]([C:62]([O:64][C:65]([CH3:68])([CH3:67])[CH3:66])=[O:63])[CH2:58][CH2:57]3)[CH2:55][N:54]([C:69]3[C:70]4[C@H:77]([CH3:78])[CH2:76][CH2:75][C:71]=4[N:72]=[CH:73][N:74]=3)[C:51]2=[CH:52][CH:53]=1.[Cl:79][C:80]1[CH:81]=[C:82]([NH2:86])[CH:83]=[CH:84][CH:85]=1.C1(C)C=CC=CC=1>CCOC(C)=O.CC([O-])=O.CC([O-])=O.[Pd+2]>[Cl:79][C:80]1[CH:81]=[C:82]([NH:86][C:48]2[CH:49]=[C:50]3[C:56]4([CH2:61][CH2:60][N:59]([C:62]([O:64][C:65]([CH3:68])([CH3:67])[CH3:66])=[O:63])[CH2:58][CH2:57]4)[CH2:55][N:54]([C:69]4[C:70]5[C@H:77]([CH3:78])[CH2:76][CH2:75][C:71]=5[N:72]=[CH:73][N:74]=4)[C:51]3=[CH:52][CH:53]=2)[CH:83]=[CH:84][CH:85]=1 |f:5.6.7|. Procedure details: A pear-shaped flask was charged with Pd(OAc)2 (0.9 mg, 0.004 mmol) and rac-BINAP (81 mg, 0.13 mmol) and purged with N2. To the flask was added (R)-tert-butyl 5-bromo-1-(5-methyl-6,7-dihydro-5H-cyclopenta[d]pyrimidin-4-yl)spiro[indoline-3,4′-piperidine]-1′-carboxylate (20 mg, 0.040 mmol), 3-chlorobenzenamine (10 mg, 0.080 mmol), NaOBut (7.7 mg, 0.080 mmol) and toluene (0.5 mL). The mixture was heated at about 95° C. for 2 days. After cooling to about room temperature, the reaction was diluted wit... Procedure details: A solution of 2-(S)-Amino-4-(1,3-dihydro-1,3-dioxo-2H-isoindol-2-yl)butanoic acid (2 g) and concentrated sulphuric acid (0.5 mL) in absolute ethanol (30 mL) was heated under reflux for 15 h. The solvent was evaporated and the residue was treated with saturated sodium bicarbonate solution and extracted with ethyl acetate. The combined organic layers were dried (MgSO4) and evaporated. The residue was purified by chromatography using 20% ethyl acetate-dichloromethane then 75% ethyl acetate-dichloro... As a reaction SMILES: [NH2:1][C@@H:2]([CH2:6][CH2:7][N:8]1[C:16](=[O:17])[C:15]2[C:10](=[CH:11][CH:12]=[CH:13][CH:14]=2)[C:9]1=[O:18])[C:3]([OH:5])=[O:4].S(=O)(=O)(O)O.[CH2:24](O)[CH3:25]>>[NH2:1][C@@H:2]([CH2:6][CH2:7][N:8]1[C:16](=[O:17])[C:15]2[C:10](=[CH:11][CH:12]=[CH:13][CH:14]=2)[C:9]1=[O:18])[C:3]([O:5][CH2:24][CH3:25])=[O:4]. The product is N[C@H](C(=O)OCC)CCN1C(C2=CC=CC=C2C1=O)=O (2-(S)-Amino-4-(1,3-dihydro-1,3-dioxo-2H-isoindol-2-yl)butanoic acid, ethyl ester). Reactants: N[C@H](C(=O)O)CCN1C(C2=CC=CC=C2C1=O)=O (2-(S)-Amino-4-(1,3-dihydro-1,3-dioxo-2H-isoindol-2-yl)butanoic acid), S(O)(O)(=O)=O (sulphuric acid), C(C)O (ethanol). Reactants: C[C@H]1CC[C@H](NC1)C(=O)O ((2S*,5S*)-5-methylpiperidine-2-carboxylic acid), Cl (hydrochloric acid), C(O)([O-])=O.[Na+] (sodium hydrogencarbonate), C(C)(=O)OC(C)=O (acetic anhydride). Run in ClCCl.O (dichloromethane water). Conditions: time 3 day. Product: C(C)(=O)N1[C@@H](CC[C@@H](C1)C)C(=O)O ((2S*,5S*)-N-Acetyl-5-methylpiperidine-2-carboxylic acid). Yield: 97.8%. RXN SMILES: [CH3:1][C@@H:2]1[CH2:7][NH:6][C@H:5]([C:8]([OH:10])=[O:9])[CH2:4][CH2:3]1.C(=O)([O-])O.[Na+].[C:16](OC(=O)C)(=[O:18])[CH3:17].Cl>ClCCl.O>[C:16]([N:6]1[CH2:7][C@@H:2]([CH3:1])[CH2:3][CH2:4][C@H:5]1[C:8]([OH:10])=[O:9])(=[O:18])[CH3:17] |f:1.2,5.6|. Procedure: 15.9 g (111 mmol) of the (2S*,5S*)-5-methylpiperidine-2-carboxylic acid described above was dissolved in 220 ml of a dichloromethane/water (1:1). 93.3 g (1.11 mol) of sodium hydrogencarbonate and 21.0 ml (222 mmol) of acetic anhydride were added thereto in this order at room temperature, followed by stirring for 3 days. The reaction solution was poured into 6N-hydrochloric acid under cooling with ice, and the extraction with chloroform was conducted. Then, the organic layer was dried over anhydr... Reactants: Cl.N12CC(C(CC1)CC2)=O (3-quinuclidinone hydrochloride), 4-substituted phenyl, [OH-].[K+] (potassium hydroxide), BrC=1C=C(C=O)C=CC1 (3-bromobenzaldehyde). Solvent: CO (methanol). The product is 1-azabicyclo[2.2.2]octanes, BrC=1C=C(C=CC1)C=C1N2CCC(C1=O)CC2 (2-[(3-bromophenyl)methylene]-1-azabicyclo[2.2.2]octan-3-one). RXN SMILES: [Br:1][C:2]1[CH:3]=[C:4]([CH:7]=[CH:8][CH:9]=1)[CH:5]=O.Cl.[N:11]12[CH2:18][CH2:17][CH:14]([CH2:15][CH2:16]1)[C:13](=[O:19])[CH2:12]2.[OH-].[K+]>CO>[Br:1][C:2]1[CH:3]=[C:4]([CH:5]=[C:12]2[C:13](=[O:19])[CH:14]3[CH2:17][CH2:18][N:11]2[CH2:16][CH2:15]3)[CH:7]=[CH:8][CH:9]=1 |f:1.2,3.4|. Reported procedure: The manner in which 2-[(2-, 3-, and 4-substituted phenyl)methyl]-1-azabicyclo[2.2.2]octanes are synthesized can vary. For example, in one method, 3-bromobenzaldehyde can be subjected to an aldol reaction with 3-quinuclidinone hydrochloride (commercially available from Aldrich Chemical Company) using potassium hydroxide in methanol to give 2-[(3-bromophenyl)methylene]-1-azabicyclo[2.2.2]octan-3-one. The latter unsaturated ketone can be reduced by hydrogenation using palladium over charcaol to giv... Reactants: C(CC(C)C)[C@@H]1[C@H](CCC[C@@H](C(O[C@H]1C)=O)NC(OC(C)(C)C)=O)OCCC (tert-butyl ((3S,7S,8S,9S)-8-isopentyl-9-methyl-2-oxo-7-propoxyoxonan-3-yl)carbamate), Cl (HCl), O1CCOCC1 (dioxane). Solvent: C(Cl)Cl (DCM). Run at time 2 hour. Yields the product [Cl-].C(CC(C)C)[C@@H]1[C@H](CCC[C@@H](C(O[C@H]1C)=O)[NH3+])OCCC ((3S,7S,8S,9S)-8-isopentyl-9-methyl-2-oxo-7-propoxyoxonan-3-aminium chloride). RXN SMILES: [CH2:1]([C@H:6]1[C@H:14]([CH3:15])[O:13][C:12](=[O:16])[C@@H:11]([NH:17]C(=O)OC(C)(C)C)[CH2:10][CH2:9][CH2:8][C@@H:7]1[O:25][CH2:26][CH2:27][CH3:28])[CH2:2][CH:3]([CH3:5])[CH3:4].[ClH:29].O1CCOCC1>C(Cl)Cl>[Cl-:29].[CH2:1]([C@H:6]1[C@H:14]([CH3:15])[O:13][C:12](=[O:16])[C@@H:11]([NH3+:17])[CH2:10][CH2:9][CH2:8][C@@H:7]1[O:25][CH2:26][CH2:27][CH3:28])[CH2:2][CH:3]([CH3:5])[CH3:4] |f:4.5|. Reported procedure: To a solution of tert-butyl ((3S,7S,8S,9S)-8-isopentyl-9-methyl-2-oxo-7-propoxyoxonan-3-yl)carbamate (330 mg, 0.826 mmol) in DCM (3 mL) was added a solution of HCl in dioxane (2.07 mL, 8.26 mmol, 4M) under N2 and the resulting solution was stirred at room temperature for 2 h. The solvent was removed under a stream of N2, which afforded a white solid. This solid was triturated with Et2O (3×3 mL) and the resulting powder was dried under high vacuum for 1 h to give (3S,7S,8S,9S)-8-isopentyl-9-methy...